This data is from the Open Reaction Database (ORD), a public repository of structured organic reaction records. The task is: describe an organic reaction: reactants, conditions, products, and yield Reactants: FC1=CC=C(C=C1)NC1=NC=NC(=C1)N (N-(4-fluoro-phenyl)-pyrimidine-4,6-diamine), ClC1=C(C(=CC=C1)Cl)N=C=O (2,6-dichlorophenyl isocyanate). The solvent is O1CCOCC1 (dioxane). Reaction conditions: temperature 80 celsius, time 14 hour. The product is ClC1=C(C(=CC=C1)Cl)NC(=O)NC1=NC=NC(=C1)NC1=CC=C(C=C1)F (1-(2,6-Dichloro-phenyl)-3-[6-(4-fluoro-phenylamino)-pyrimidin-4-yl]-urea). As a reaction SMILES: [F:1][C:2]1[CH:7]=[CH:6][C:5]([NH:8][C:9]2[CH:14]=[C:13]([NH2:15])[N:12]=[CH:11][N:10]=2)=[CH:4][CH:3]=1.[Cl:16][C:17]1[CH:22]=[CH:21][CH:20]=[C:19]([Cl:23])[C:18]=1[N:24]=[C:25]=[O:26]>O1CCOCC1>[Cl:16][C:17]1[CH:22]=[CH:21][CH:20]=[C:19]([Cl:23])[C:18]=1[NH:24][C:25]([NH:15][C:13]1[CH:14]=[C:9]([NH:8][C:5]2[CH:4]=[CH:3][C:2]([F:1])=[CH:7][CH:6]=2)[N:10]=[CH:11][N:12]=1)=[O:26]. Reported procedure: A suspension of N-(4-fluoro-phenyl)-pyrimidine-4,6-diamine (408.4 mg, 2 mmol), 2,6-dichlorophenyl isocyanate (413.6 mg, 2.2 mmol) in dry dioxane (5 mL) is shaken for 14 h at 80° C. After cooling to 5° C. the suspension is filtered, the residue washed with half-saturated K2CO3 solution, H2O and acetone and dried in vacuo. Starting materials: FC(C(=O)O)(F)F (trifluoroacetic acid), C(C)(C)(C)OC(N(C)C1CCN(CC1)C=1N=NC(=C(C1C)C)C1=CC=NC=C1)=O (tert-butyl-1-(4,5-dimethyl-6-(pyridine-4-yl)pyridazin-3-yl)piperidin-4-yl(methyl)carbamate). Run in C(Cl)Cl (CH2Cl2). Conditions: time 3 day. The product is CC1=C(N=NC(=C1C)C1=CC=NC=C1)N1CCC(CC1)NC (1-(4,5-Dimethyl-6-(pyridine-4-yl)pyridazin-3-yl)-N-methylpiperidin-4-amine). Isolated yield 88.8%. As a reaction SMILES: FC(F)(F)C(O)=O.C(O[C:13](=O)[N:14]([CH:16]1[CH2:21][CH2:20][N:19]([C:22]2[N:23]=[N:24][C:25]([C:30]3[CH:35]=[CH:34][N:33]=[CH:32][CH:31]=3)=[C:26]([CH3:29])[C:27]=2[CH3:28])[CH2:18][CH2:17]1)C)(C)(C)C>C(Cl)Cl>[CH3:28][C:27]1[C:26]([CH3:29])=[C:25]([C:30]2[CH:31]=[CH:32][N:33]=[CH:34][CH:35]=2)[N:24]=[N:23][C:22]=1[N:19]1[CH2:18][CH2:17][CH:16]([NH:14][CH3:13])[CH2:21][CH2:20]1. Procedure details: Add CH2Cl2 (20 mL) and trifluoroacetic acid (20 mL) to tert-butyl-1-(4,5-dimethyl-6-(pyridine-4-yl)pyridazin-3-yl)piperidin-4-yl(methyl)carbamate (1.19 g, 2.99 mmol). Stir at ambient temperature for 3 d. Concentrate under reduced pressure to give a residue. Partition the residue between CH2Cl2 and 1 N NaOH. Separate the layers, and extract the aqueous layer twice with CH2Cl2. Combine the organic extracts, dry over Na2SO4, filter, and concentrate under reduced pressure to obtain the title compoun... Reactants: CCOC(C)=O, COC(=O)c1cc(Cl)cc2c1c(C)cn2C(C)C, ClCCl, O=C1CCC(=O)N1Br, CN(C)C=O. Product: COC(=O)c1cc(Cl)cc2c1c(C)c(Br)n2C(C)C. As a reaction SMILES: [CH3:27][CH2:28][O:29][C:30]([CH3:31])=[O:32].[Cl:1][c:2]1[cH:3][c:4]([C:15](=[O:16])[O:17][CH3:18])[c:5]2[c:6]([CH3:14])[cH:7][n:8]([CH:11]([CH3:12])[CH3:13])[c:9]2[cH:10]1.[Cl:33][CH2:34][Cl:35].[O:19]=[C:20]1[N:21]([Br:26])[C:22](=[O:23])[CH2:24][CH2:25]1.[O:36]=[CH:37][N:38]([CH3:39])[CH3:40]>>[Cl:1][c:2]1[cH:3][c:4]([C:15](=[O:16])[O:17][CH3:18])[c:5]2[c:6]([CH3:14])[c:7]([Br:26])[n:8]([CH:11]([CH3:12])[CH3:13])[c:9]2[cH:10]1. The reactants are Cl.ClC=1C2=C(N=CN1)C=C(N2)C2=CC=C(C(=O)OCC)C=C2 (ethyl 4-(4-chloro-5H-pyrrolo[3,2-d]pyrimidin-6-yl)benzoate hydrochloride), ClC=1C=C(N)C=CC1OCC1=CC(=CC=C1)F (3-chloro-4-[(3-fluorobenzyl)oxy]aniline), CN1C(CCC1)=O (1-methyl-2-pyrrolidinone), C(O)([O-])=O.[Na+] (sodium hydrogen carbonate). Solvent: O (water). Reaction conditions: temperature 140 celsius, time 5 hour. Yields the product Cl.ClC=1C=C(C=CC1OCC1=CC(=CC=C1)F)NC=1C2=C(N=CN1)C=C(N2)C2=CC=C(C(=O)O)C=C2 (4-[4-({3-chloro-4-[(3-fluorobenzyl)oxy]phenyl}amino)-5H-pyrrolo[3,2-d]pyrimidin-6-yl]benzoic acid hydrochloride). Yield: 62.0%. As a reaction SMILES: Cl.[Cl:2][C:3]1[C:4]2[NH:11][C:10]([C:12]3[CH:22]=[CH:21][C:15]([C:16]([O:18]CC)=[O:17])=[CH:14][CH:13]=3)=[CH:9][C:5]=2[N:6]=[CH:7][N:8]=1.[Cl:23][C:24]1[CH:25]=[C:26]([CH:28]=[CH:29][C:30]=1[O:31][CH2:32][C:33]1[CH:38]=[CH:37][CH:36]=[C:35]([F:39])[CH:34]=1)[NH2:27].CN1CCCC1=O.C(=O)([O-])O.[Na+]>O>[ClH:2].[Cl:23][C:24]1[CH:25]=[C:26]([NH:27][C:3]2[C:4]3[NH:11][C:10]([C:12]4[CH:13]=[CH:14][C:15]([C:16]([OH:18])=[O:17])=[CH:21][CH:22]=4)=[CH:9][C:5]=3[N:6]=[CH:7][N:8]=2)[CH:28]=[CH:29][C:30]=1[O:31][CH2:32][C:33]1[CH:38]=[CH:37][CH:36]=[C:35]([F:39])[CH:34]=1 |f:0.1,4.5,7.8|. Reported procedure: A mixture of ethyl 4-(4-chloro-5H-pyrrolo[3,2-d]pyrimidin-6-yl)benzoate hydrochloride (517 mg), 3-chloro-4-[(3-fluorobenzyl)oxy]aniline (462 mg) and 1-methyl-2-pyrrolidinone (8 mL) was stirred at 140° C. for 5 hrs, poured into water (40 mL), and adjusted to pH 8 with saturated aqueous sodium hydrogen carbonate. The precipitated solid was collected by filtration, washed with water and suspended in methanol (15 mL). After stirring at room temperature for 30 min, the solid was collected by filtrati... Reactants: C(C1=CC=CC=C1)ONC(=O)[C@@H]1N(C[C@@H]([C@H]([C@@H]1O)O)O)S(=O)(=O)C1=CC=C(C=C1)OCCOCC ((2R,3R,4R,5S)-1-(4′-ethoxyethoxy-benzenesulfonyl)-3,4,5-trihydroxy-piperidine-2-carboxylic Acid Benzyloxyamide), CO (methanol). Reagents/catalysts: [Pd] (Pd—C). Reaction conditions: temperature 40 celsius, time 1 hour. Product: C(C)OCCOC1=CC=C(C=C1)S(=O)(=O)N1[C@H]([C@H]([C@@H]([C@H](C1)O)O)O)C(=O)O ((2R,3R,4R,5S)-1-(4′-ethoxyethoxy-benzenesulfonyl)-3,4,5-trihydroxy-piperidine-2-carboxylic Acid). Reaction SMILES: C(ON[C:10]([C@H:12]1[C@@H:17]([OH:18])[C@H:16]([OH:19])[C@@H:15]([OH:20])[CH2:14][N:13]1[S:21]([C:24]1[CH:29]=[CH:28][C:27]([O:30][CH2:31][CH2:32][O:33][CH2:34][CH3:35])=[CH:26][CH:25]=1)(=[O:23])=[O:22])=[O:11])C1C=CC=CC=1.C[OH:37]>[Pd]>[CH2:34]([O:33][CH2:32][CH2:31][O:30][C:27]1[CH:26]=[CH:25][C:24]([S:21]([N:13]2[CH2:14][C@H:15]([OH:20])[C@@H:16]([OH:19])[C@H:17]([OH:18])[C@@H:12]2[C:10]([OH:37])=[O:11])(=[O:22])=[O:23])=[CH:29][CH:28]=1)[CH3:35]. Reported procedure: The above compound (6) (1.66 g) was dissolved in methanol (70 mL) and 10% Pd—C (350 mg) was added, and then the mixture was stirred under a hydrogen atmosphere at 40° C. for one hour. The catalyst was removed by filtration and the filtrate was concentrated under reduced pressure. The resulting residue was purified by silica gel medium pressure column chromatography (chloroform:methanol=10:1→5:1) to obtain the titled compound (815 mg) as a colorless powder. Reactants: O=C1CCC(=O)N1Br, O=C(OOC(=O)c1ccccc1)c1ccccc1, ClC(Cl)(Cl)Cl, CCOC(=O)c1c(-c2ccccc2)noc1C. Product: CCOC(=O)c1c(-c2ccccc2)noc1CBr. As a reaction SMILES: [Br:18][N:19]1[C:20](=[O:21])[CH2:22][CH2:23][C:24]1=[O:25].[C:26]([O:27][O:28][C:29](=[O:30])[c:31]1[cH:32][cH:33][cH:34][cH:35][cH:36]1)(=[O:37])[c:38]1[cH:39][cH:40][cH:41][cH:42][cH:43]1.[C:44]([Cl:45])([Cl:46])([Cl:47])[Cl:48].[CH2:1]([CH3:2])[O:3][C:4](=[O:5])[c:6]1[c:7](-[c:12]2[cH:13][cH:14][cH:15][cH:16][cH:17]2)[n:8][o:9][c:10]1[CH3:11]>>[CH2:1]([CH3:2])[O:3][C:4](=[O:5])[c:6]1[c:7](-[c:12]2[cH:13][cH:14][cH:15][cH:16][cH:17]2)[n:8][o:9][c:10]1[CH2:11][Br:18].